This data is from the Open Reaction Database (ORD), a public repository of structured organic reaction records. The task is: describe an organic reaction: reactants, conditions, products, and yield Yields the product CC(=O)OCc1c(Cl)ccc([N+](=O)[O-])c1Cl. The reactants are [Br-], O=[N+]([O-])c1ccc(Cl)c(CBr)c1Cl, CC(=O)[O-], CCCC[N+](CCCC)(CCCC)CCCC, CC#N, [K+]. Reaction SMILES: [Br-:19].[Br:1][CH2:2][c:3]1[c:4]([Cl:13])[c:5]([N+:10](=[O:11])[O-:12])[cH:6][cH:7][c:8]1[Cl:9].[CH3:15][C:16]([O-:17])=[O:18].[CH3:20][CH2:21][CH2:22][CH2:23][N+:24]([CH2:25][CH2:26][CH2:27][CH3:28])([CH2:29][CH2:30][CH2:31][CH3:32])[CH2:33][CH2:34][CH2:35][CH3:36].[CH3:37][C:38]#[N:39].[K+:14]>>[CH2:2]([c:3]1[c:4]([Cl:13])[c:5]([N+:10](=[O:11])[O-:12])[cH:6][cH:7][c:8]1[Cl:9])[O:18][C:16]([CH3:15])=[O:17]. Reactants: [BH4-].[Na+] (NaBH4), C(C1=CC=CC=C1)[C@@H]1NC(O[C@@H]1C(=O)O)=O ((4S,5S)-4-benzyl-oxazolidin-2-one-5-carboxylic acid), S(O)(O)(=O)=O (sulphuric acid), Cl (HCl). The solvent is C(C)O (ethanol), O (water), C(C)O (ethanol). Run at time 3 hour. Product: C(C1=CC=CC=C1)[C@@H]1NC(O[C@@H]1CO)=O ((4S,5S)-4-benzyl-5-hydroxymethyl-oxazolidin-2-one). RXN SMILES: [CH2:1]([C@H:8]1[C@@H:12]([C:13](O)=[O:14])[O:11][C:10](=[O:16])[NH:9]1)[C:2]1[CH:7]=[CH:6][CH:5]=[CH:4][CH:3]=1.S(=O)(=O)(O)O.[BH4-].[Na+].Cl>C(O)C.O>[CH2:1]([C@H:8]1[C@@H:12]([CH2:13][OH:14])[O:11][C:10](=[O:16])[NH:9]1)[C:2]1[CH:3]=[CH:4][CH:5]=[CH:6][CH:7]=1 |f:2.3|. Procedure: 22.1 g (100 mmol) of (4S,5S)-4-benzyl-oxazolidin-2-one-5-carboxylic acid were dissolved in 120 ml of ethanol. 1.2 ml of concentrated sulphuric acid(11 mmol) were added and the mixture refluxed for 2 hours. 90 ml of ethanolwere then removed by distillation. This solution was then added dropwise within 30 minutes to a suspension of 5.3 g (140 mmol) of NaBH4 in 40 ml of ethanol. Once addition was complete, stirring was continued for 3 hours. 100 ml of water were cautiously added to the colourless s...